Dataset: the Open Reaction Database (ORD), a public repository of structured organic reaction records. Task: describe an organic reaction: reactants, conditions, products, and yield The reactants are CCN=C=NCCCN(C)C, CCN(C(C)C)C(C)C, CNc1nc(Cl)nc(N2CCC(C(=O)O)CC2)n1, NCc1ccccc1C(F)(F)F, CN(C)C=O, On1nnc2ccccc21. The product is CNc1nc(Cl)nc(N2CCC(C(=O)NCc3ccccc3C(F)(F)F)CC2)n1. RXN SMILES: [CH3:31][CH2:32][N:33]=[C:34]=[N:35][CH2:36][CH2:37][CH2:38][N:39]([CH3:40])[CH3:41].[CH:52]([N:53]([CH:54]([CH3:55])[CH3:56])[CH2:57][CH3:58])([CH3:59])[CH3:60].[Cl:1][c:2]1[n:3][c:4]([N:10]2[CH2:11][CH2:12][CH:13]([C:16](=[O:17])[OH:18])[CH2:14][CH2:15]2)[n:5][c:6]([NH:8][CH3:9])[n:7]1.[F:19][C:20]([c:21]1[c:22]([CH2:27][NH2:28])[cH:23][cH:24][cH:25][cH:26]1)([F:29])[F:30].[O:61]=[CH:62][N:63]([CH3:64])[CH3:65].[OH:42][n:43]1[c:44]2[c:45]([cH:46][cH:47][cH:48][cH:49]2)[n:50][n:51]1>>[Cl:1][c:2]1[n:3][c:4]([N:10]2[CH2:11][CH2:12][CH:13]([C:16](=[O:18])[NH:28][CH2:27][c:22]3[c:21]([C:20]([F:19])([F:29])[F:30])[cH:26][cH:25][cH:24][cH:23]3)[CH2:14][CH2:15]2)[n:5][c:6]([NH:8][CH3:9])[n:7]1. The product is NC=1C(=C2C(=NC1)C=CS2)N[C@H]2CC[C@H](CC2)C#N (cis-4-[(6-Aminothieno[3,2-b]pyridin-7-yl)amino]cyclohexanecarbonitrile). Reaction SMILES: [N+:1]([C:4]1[C:5]([NH:13][C@@H:14]2[CH2:19][CH2:18][C@H:17]([C:20]#[N:21])[CH2:16][CH2:15]2)=[C:6]2[S:12][CH:11]=[CH:10][C:7]2=[N:8][CH:9]=1)([O-])=O>[Pd].CO>[NH2:1][C:4]1[C:5]([NH:13][C@@H:14]2[CH2:15][CH2:16][C@H:17]([C:20]#[N:21])[CH2:18][CH2:19]2)=[C:6]2[S:12][CH:11]=[CH:10][C:7]2=[N:8][CH:9]=1. Procedure: A mixture of cis-4-[(6-nitrothieno[3,2-b]pyridin-7-yl)amino]cyclohexanecarbonitrile (32 mg, 0.10 mmol) and 10% palladium on carbon (4 mg) in methanol (1 mL) was hydrogenated under balloon pressure of H2 at room temperature for 4 h. The mixture was filtered and the filtrate was concentrated to give the desired product, which was used directly in the next step. LCMS calculated for C14H17N4S (M+H)+: m/z=273.1. Found: 273.1. Run in CO (methanol). Reagents/catalysts: [Pd] (palladium on carbon). Reactants: [N+](=O)([O-])C=1C(=C2C(=NC1)C=CS2)N[C@H]2CC[C@H](CC2)C#N (cis-4-[(6-nitrothieno[3,2-b]pyridin-7-yl)amino]cyclohexanecarbonitrile). Reaction conditions: time 4 hour. The reactants are COC1=C(C(=O)NNC(CC2=CC=C(C(=O)OC(C)(C)C)C=C2)=O)C=CC=C1 (tert-butyl 4-{2-[2-(2-methoxybenzoyl)hydrazino]-2-oxoethyl}benzoate), CC[N+](CC)(CC)S(=O)(=O)N=C([O-])OC (Burgess reagent). The solvent is C1CCOC1 (THF). Conditions: temperature 100 celsius. Product: COC1=C(C=CC=C1)C1=NN=C(O1)CC1=CC=C(C(=O)O)C=C1 (4-{[5-(2-methoxyphenyl)-1,3,4-oxadiazol-2-yl]methyl}benzoic acid). Reaction SMILES: [CH3:1][O:2][C:3]1[CH:28]=[CH:27][CH:26]=[CH:25][C:4]=1[C:5]([NH:7][NH:8][C:9](=[O:24])[CH2:10][C:11]1[CH:23]=[CH:22][C:14]([C:15]([O:17]C(C)(C)C)=[O:16])=[CH:13][CH:12]=1)=O.CC[N+](S(N=C(OC)[O-])(=O)=O)(CC)CC>C1COCC1>[CH3:1][O:2][C:3]1[CH:28]=[CH:27][CH:26]=[CH:25][C:4]=1[C:5]1[O:24][C:9]([CH2:10][C:11]2[CH:23]=[CH:22][C:14]([C:15]([OH:17])=[O:16])=[CH:13][CH:12]=2)=[N:8][N:7]=1. Procedure details: A solution of tert-butyl 4-{2-[2-(2-methoxybenzoyl)hydrazino]-2-oxoethyl}benzoate (0.1 g, 0.26 mmol) in THF (2.5 mL) was treated with Burgess reagent (0.12 g, 0.52 mmol), sealed and heated to 100° C. for 10 minutes in the microwave. The reaction was evaporated in vacuo and purified by flash chromatography (0-2% methanol/methylene chloride) to give the desired product as a white solid. ESIMS calcd 367.2 (M++H), found 367.1 (M++H). Reactants: CCCCO, CCCCCC, Cl, [H-], CC(C)n1nc(-c2nc(S(C)(=O)=O)c(N)nc2-c2ccccc2)ccc1=O, [Na+]. Product: CCCCOc1nc(-c2ccc(=O)n(C(C)C)n2)c(-c2ccccc2)nc1N. Reaction SMILES: [CH2:3]([CH2:4][CH2:5][CH3:6])[OH:7].[CH3:36][CH2:37][CH2:38][CH2:39][CH2:40][CH3:41].[ClH:35].[H-:2].[NH2:8][c:9]1[n:10][c:11](-[c:29]2[cH:30][cH:31][cH:32][cH:33][cH:34]2)[c:12](-[c:19]2[cH:20][cH:21][c:22](=[O:28])[n:23]([CH:25]([CH3:26])[CH3:27])[n:24]2)[n:13][c:14]1[S:15]([CH3:16])(=[O:17])=[O:18].[Na+:1]>>[CH2:3]([CH2:4][CH2:5][CH3:6])[O:7][c:14]1[c:9]([NH2:8])[n:10][c:11](-[c:29]2[cH:30][cH:31][cH:32][cH:33][cH:34]2)[c:12](-[c:19]2[cH:20][cH:21][c:22](=[O:28])[n:23]([CH:25]([CH3:26])[CH3:27])[n:24]2)[n:13]1. Starting materials: FC(C=1C=C(C=CC1)N=C=O)(F)F (3-(trifluoromethyl)phenyl isocyanate), NC=1C=CC(=C(C1)C(=O)C1=C(C=C(C=C1)NC1=C(C=C(C=C1)F)F)Cl)C ((5-Amino-2-methyl-phenyl)-[2-chloro-4-(2,4-difluoro-phenylamino)-phenyl]-methanone), compound 259. Solvent: N1=CC=CC=C1 (pyridine). Conditions: time 1.5 hour. The product is ClC1=C(C(=O)C=2C=C(C=CC2C)NC(=O)NC2=CC(=CC=C2)C(F)(F)F)C=CC(=C1)NC1=C(C=C(C=C1)F)F (1-{3-[2-Chloro-4-(2,4-difluoro-phenylamino)-benzoyl]-4-methyl-phenyl}-3-(3-trifluoromethyl-phenyl)-urea). RXN SMILES: [NH2:1][C:2]1[CH:3]=[CH:4][C:5]([CH3:26])=[C:6]([C:8]([C:10]2[CH:15]=[CH:14][C:13]([NH:16][C:17]3[CH:22]=[CH:21][C:20]([F:23])=[CH:19][C:18]=3[F:24])=[CH:12][C:11]=2[Cl:25])=[O:9])[CH:7]=1.[F:27][C:28]([F:39])([F:38])[C:29]1[CH:30]=[C:31]([N:35]=[C:36]=[O:37])[CH:32]=[CH:33][CH:34]=1>N1C=CC=CC=1>[Cl:25][C:11]1[CH:12]=[C:13]([NH:16][C:17]2[CH:22]=[CH:21][C:20]([F:23])=[CH:19][C:18]=2[F:24])[CH:14]=[CH:15][C:10]=1[C:8]([C:6]1[CH:7]=[C:2]([NH:1][C:36]([NH:35][C:31]2[CH:32]=[CH:33][CH:34]=[C:29]([C:28]([F:27])([F:38])[F:39])[CH:30]=2)=[O:37])[CH:3]=[CH:4][C:5]=1[CH3:26])=[O:9]. Reported procedure: Compound 494 (0.03 g, 0.08 mmol) was dissolved in pyridine (0.2 mL) and 3-(trifluoromethyl)phenyl isocyanate (0.017 mL, 0.12 mmol) was added. The solution was stirred at room temperature for 1.5 h. Work up as described in the preparation of compound 259. The crude product was purified by flash chromatography using EtOAc/petroleum ether (40-60) 2:3 as the eluent. This afforded the title compound as a slightly coloured solid. 13C NMR (CD3OD) δ 198.3, 161.1 (dd), 157.9 (dd), 155.0, 151.3, 141.5, 14...